From a dataset of the Open Reaction Database (ORD), a public repository of structured organic reaction records. describe an organic reaction: reactants, conditions, products, and yield Starting materials: O=C(NCCc1ccccc1F)c1ccc(Cl)nn1, O=C(c1ccccc1C(F)(F)F)N1CCNCC1. The product is O=C(NCCc1ccccc1F)c1ccc(N2CCN(C(=O)c3ccccc3C(F)(F)F)CC2)nn1. Reaction SMILES: [F:1][c:2]1[c:3]([CH2:8][CH2:9][NH:10][C:11](=[O:12])[c:13]2[n:14][n:15][c:16]([Cl:19])[cH:17][cH:18]2)[cH:4][cH:5][cH:6][cH:7]1.[N:20]1([C:26](=[O:27])[c:28]2[c:29]([C:34]([F:35])([F:36])[F:37])[cH:30][cH:31][cH:32][cH:33]2)[CH2:21][CH2:22][NH:23][CH2:24][CH2:25]1>>[F:1][c:2]1[c:3]([CH2:8][CH2:9][NH:10][C:11](=[O:12])[c:13]2[n:14][n:15][c:16]([N:23]3[CH2:22][CH2:21][N:20]([C:26](=[O:27])[c:28]4[c:29]([C:34]([F:35])([F:36])[F:37])[cH:30][cH:31][cH:32][cH:33]4)[CH2:25][CH2:24]3)[cH:17][cH:18]2)[cH:4][cH:5][cH:6][cH:7]1. The reactants are COC1=CC(C2=C(NC1=O)C=CC=C2)=O (3-methoxy-2,5-dioxo-2,5-dihydro-1H-benz[b]azepine), C(O)CN (ethanolamine). Solvent: CO (methanol). The product is OCCNC1=CC(C2=C(NC1=O)C=CC=C2)=O (3-[N-(2-hydroxyethyl)amino]-2,5-dioxo-2,5-dihydro-1H-benz[b]azepine). Isolated yield 63.0%. Reaction SMILES: CO[C:3]1[C:9](=[O:10])[NH:8][C:7]2[CH:11]=[CH:12][CH:13]=[CH:14][C:6]=2[C:5](=[O:15])[CH:4]=1.[CH2:16]([CH2:18][NH2:19])[OH:17]>CO>[OH:17][CH2:16][CH2:18][NH:19][C:3]1[C:9](=[O:10])[NH:8][C:7]2[CH:11]=[CH:12][CH:13]=[CH:14][C:6]=2[C:5](=[O:15])[CH:4]=1. Procedure: To a solution of 3-methoxy-2,5-dioxo-2,5-dihydro-1H-benz[b]azepine (1.0 g) in methanol (20 mL) was added ethanolamine (0.36 g). The mixture was heated to reflux until a precipitate formed. The reaction mixture was cooled to room temperature, filtered, and the resulting solid was recrystallized from ethanol to give the title compound (0.72 g); mp 207° C.; NMR: 5.91 (s,1); MS(EI): m/z=232(M). Analysis for C12H12N2O3.0.2 H2O : Calculated: C, 61.11; H, 5.30; N, 11.88; Found: C, 61.13; H, 5.20; N, 11...